From a dataset of the Open Reaction Database (ORD), a public repository of structured organic reaction records. describe an organic reaction: reactants, conditions, products, and yield Starting materials: COC(=O)c1ccc(NC2(C#N)CCN(c3ccc(N4CC(CNC(C)=O)OC4=O)cc3F)CC2)cc1, COc1ccc(P2(=S)SP(=S)(c3ccc(OC)cc3)S2)cc1. Yields the product COC(=O)c1ccc(NC2(C#N)CCN(c3ccc(N4CC(CNC(C)=S)OC4=O)cc3F)CC2)cc1. As a reaction SMILES: [CH3:1][O:2][C:3](=[O:4])[c:5]1[cH:6][cH:7][c:8]([NH:11][C:12]2([C:36]#[N:37])[CH2:13][CH2:14][N:15]([c:18]3[c:19]([F:35])[cH:20][c:21]([N:24]4[C:25](=[O:34])[O:26][CH:27]([CH2:29][NH:30][C:31]([CH3:32])=[O:33])[CH2:28]4)[cH:22][cH:23]3)[CH2:16][CH2:17]2)[cH:9][cH:10]1.[CH3:38][O:39][c:40]1[cH:41][cH:42][c:43]([P:44]2(=[S:47])[S:45][P:46]([c:48]3[cH:49][cH:50][c:51]([O:52][CH3:53])[cH:54][cH:55]3)(=[S:56])[S:57]2)[cH:58][cH:59]1>>[CH3:1][O:2][C:3](=[O:4])[c:5]1[cH:6][cH:7][c:8]([NH:11][C:12]2([C:36]#[N:37])[CH2:13][CH2:14][N:15]([c:18]3[c:19]([F:35])[cH:20][c:21]([N:24]4[C:25](=[O:34])[O:26][CH:27]([CH2:29][NH:30][C:31]([CH3:32])=[S:47])[CH2:28]4)[cH:22][cH:23]3)[CH2:16][CH2:17]2)[cH:9][cH:10]1. The reactants are ClCC(=O)NC1=CC2=C(N=C(OC2)NC2CCC3=CC=CC(=C23)OC)C=C1 (rac-2-Chloro-N-[2-(7-methoxy-indan-1-ylamino)-4H-benzo[d][1,3]oxazin-6-yl]-acetamide), CN1C(CNCC1)CO (rac-(1-methyl-piperazin-2-yl)-methanol), C(C)(C)N(CC)C(C)C (diisopropylethyl amine). Run in C(C)#N (acetonitrile). Yields the product OCC1CN(CCN1C)CC(=O)NC1=CC2=C(N=C(OC2)NC2CCC3=CC=CC(=C23)OC)C=C1 (2-(3-Hydroxymethyl-4-methyl-piperazin-1-yl)-N-[2-(7-methoxy-indan-1-ylamino)-4H-benzo[d][1,3]oxazin-6-yl]-acetamide). Isolated yield 67.0%. RXN SMILES: Cl[CH2:2][C:3]([NH:5][C:6]1[CH:27]=[CH:26][C:9]2[N:10]=[C:11]([NH:14][CH:15]3[C:23]4[C:18](=[CH:19][CH:20]=[CH:21][C:22]=4[O:24][CH3:25])[CH2:17][CH2:16]3)[O:12][CH2:13][C:8]=2[CH:7]=1)=[O:4].[CH3:28][N:29]1[CH2:34][CH2:33][NH:32][CH2:31][CH:30]1[CH2:35][OH:36].C(N(C(C)C)CC)(C)C>C(#N)C>[OH:36][CH2:35][CH:30]1[N:29]([CH3:28])[CH2:34][CH2:33][N:32]([CH2:2][C:3]([NH:5][C:6]2[CH:27]=[CH:26][C:9]3[N:10]=[C:11]([NH:14][CH:15]4[C:23]5[C:18](=[CH:19][CH:20]=[CH:21][C:22]=5[O:24][CH3:25])[CH2:17][CH2:16]4)[O:12][CH2:13][C:8]=3[CH:7]=2)=[O:4])[CH2:31]1. Procedure: Prepared from rac-2-chloro-N-[2-(7-methoxy-indan-1-ylamino)-4H-benzo[d][1,3]oxazin-6-yl]-acetamide (Example 55, step A) (150 mg, 0.39 mmol), commercially available rac-(1-methyl-piperazin-2-yl)-methanol (CAS no. 141108-61-4) (76 mg, 0.58 mmol) and diisopropylethyl amine (198 ul, 1.17 mmol) in acetonitrile (5 ml) according to the procedure described for Example 3 step B. Obtained the title compound as a white solid (125 mg, 67%), MS (ISP) m/e=480.2 [(M+H)+]. Reaction SMILES: Br[C:2]1[C:12]2[CH2:11][CH2:10][NH:9][CH2:8][CH:7]([C:13]3[CH:18]=[CH:17][CH:16]=[CH:15][CH:14]=3)[C:6]=2[CH:5]=[C:4]2[O:19][CH2:20][O:21][C:3]=12.C([Li])CCC.CN([CH:35]=[O:36])C1C=CC=CC=1>C1(C)C=CC=CC=1.C(OCC)C>[CH:35]([C:2]1[C:12]2[CH2:11][CH2:10][NH:9][CH2:8][CH:7]([C:13]3[CH:18]=[CH:17][CH:16]=[CH:15][CH:14]=3)[C:6]=2[CH:5]=[C:4]2[O:19][CH2:20][O:21][C:3]=12)=[O:36]. Starting materials: C(CCC)[Li] (butyl lithium), BrC1=C2C(=CC=3C(CNCCC31)C3=CC=CC=C3)OCO2 (6-bromo-7,8-methylenedioxy-1-phenyl-2,3,4,5-tetrahydro-1H-3-benzazepine), CN(C1=CC=CC=C1)C=O (N-methylformanilide). Yields the product C(=O)C1=C2C(=CC=3C(CNCCC31)C3=CC=CC=C3)OCO2 (6-formyl-7,8-methylenedioxy-1-phenyl-2,3,4,5-tetrahydro- 1H-3-benzazepine). Run at time 1 hour. Run in C(C)OCC (ethyl ether), C1(=CC=CC=C1)C (toluene). Procedure: A mixture of 7.8 g (0.0225 mole) of 6-bromo-7,8-methylenedioxy-1-phenyl-2,3,4,5-tetrahydro-1H-3-benzazepine in toluene was added to a mixture of 2.2 ml (6.07 mole) of butyl lithium diluted with 100 ml of ethyl ether at -78°. Then, 10 ml of N-methylformanilide was added. After stirring for 1 hour at -78°, the cooling bath was removed and 100 ml of 10% hydrochloric acid was added. After stirring for 15 minutes, the layers were separated. The ether layer was dried and evaporated. The residue was di... The reactants are COc1cc(OC)c2c(=O)[nH]cnc2c1, c1ccncc1. Yields the product COc1cc(O)c2c(=O)[nH]cnc2c1. RXN SMILES: [CH3:1][O:2][c:3]1[c:4]2[c:5](=[O:15])[nH:6][cH:7][n:8][c:9]2[cH:10][c:11]([O:13][CH3:14])[cH:12]1.[cH:16]1[cH:17][cH:18][n:19][cH:20][cH:21]1>>[OH:2][c:3]1[c:4]2[c:5](=[O:15])[nH:6][cH:7][n:8][c:9]2[cH:10][c:11]([O:13][CH3:14])[cH:12]1. The reactants are N[C@@H](CC1=CC=CC=C1)C(=O)N[C@@H](CCCNC(N[N+](=O)[O-])=N)C(=O)O (H-Phe-Arg(NO2)), Cl (HCl), N([C@H](C)C(=O)O)C(=O)OCC1=CC=CC=C1 (Z-D-Ala). Solvent: CCOC(=O)C (AcOEt), CN(C)C=O (DMF). Product: N([C@H](C)C(=O)N[C@@H](CC1=CC=CC=C1)C(=O)N[C@@H](CCCNC(N[N+](=O)[O-])=N)C(=O)O)C(=O)OCC1=CC=CC=C1 (Z-D-Ala-Phe-Arg(NO2)). As a reaction SMILES: [NH2:1][C@H:2]([C:10]([NH:12][C@H:13]([C:24]([OH:26])=[O:25])[CH2:14][CH2:15][CH2:16][NH:17][C:18](=[NH:23])[NH:19][N+:20]([O-:22])=[O:21])=[O:11])[CH2:3][C:4]1[CH:9]=[CH:8][CH:7]=[CH:6][CH:5]=1.Cl.[NH:28]([C:34]([O:36][CH2:37][C:38]1[CH:43]=[CH:42][CH:41]=[CH:40][CH:39]=1)=[O:35])[C@@H:29]([C:31](O)=[O:32])[CH3:30]>CN(C=O)C.CCOC(C)=O>[NH:28]([C:34]([O:36][CH2:37][C:38]1[CH:39]=[CH:40][CH:41]=[CH:42][CH:43]=1)=[O:35])[C@@H:29]([C:31]([NH:1][C@H:2]([C:10]([NH:12][C@H:13]([C:24]([OH:26])=[O:25])[CH2:14][CH2:15][CH2:16][NH:17][C:18](=[NH:23])[NH:19][N+:20]([O-:22])=[O:21])=[O:11])[CH2:3][C:4]1[CH:5]=[CH:6][CH:7]=[CH:8][CH:9]=1)=[O:32])[CH3:30]. Procedure: 2.69 Grams (5 m moles) of H-Phe-Arg(NO2)-CHA.HCl was dissolved in 10 ml of 1.5N-NEM/DMF, to this solution was added 1.73 g (5 m moles) of Z-D-Ala-SDP at 0° to 5° C., the reacted at room temperature for 18 hours. After the reaction was completed, the reaction mixture was diluted with 150 ml of AcOEt, the washed 3 times with 50 ml of cold 5%-hydrochloric acid and washed twice with 50 ml of an aqueous solution saturated with sodium chloride, then decolored and dried with activated carbon and anhydr... The reactants are FC1=C(C=CC=C1)SC[C@H]1O[C@H]([C@@H]2OC(O[C@@H]12)(C)C)N1C2=NC=NC(=C2N=C1)NC1CCCC1 ((9-{(4S,1R,2R,5R)-4-[(2-fluorophenylthio)methyl]-7,7-dimethyl-3,6,8-trioxabicyclo[3.3.0]oct-2-yl}purin-6-yl)cyclopentylamine), ( 4 ). The solvent is C(C)(=O)O (acetic acid), O (water). Run at temperature 90 celsius. The product is C1(CCCC1)NC1=C2N=CN(C2=NC=N1)C1O[C@@H]([C@H]([C@H]1O)O)CSC1=C(C=CC=C1)F ((4S,5S,3R)-2-[6-(cyclopentylamino)purin-9-yl]-5-[(2-fluorophenylthio)methyl]oxolane-3,4-diol). RXN SMILES: [F:1][C:2]1[CH:7]=[CH:6][CH:5]=[CH:4][C:3]=1[S:8][CH2:9][C@@H:10]1[C@H:17]2[C@@H:13]([O:14]C(C)(C)[O:16]2)[C@H:12]([N:20]2[CH:28]=[N:27][C:26]3[C:21]2=[N:22][CH:23]=[N:24][C:25]=3[NH:29][CH:30]2[CH2:34][CH2:33][CH2:32][CH2:31]2)[O:11]1>C(O)(=O)C.O>[CH:30]1([NH:29][C:25]2[N:24]=[CH:23][N:22]=[C:21]3[C:26]=2[N:27]=[CH:28][N:20]3[CH:12]2[C@H:13]([OH:14])[C@H:17]([OH:16])[C@@H:10]([CH2:9][S:8][C:3]3[CH:4]=[CH:5][CH:6]=[CH:7][C:2]=3[F:1])[O:11]2)[CH2:34][CH2:33][CH2:32][CH2:31]1. Procedure: (9-{(4S,1R,2R,5R)-4-[(2-fluorophenylthio)methyl]-7,7-dimethyl-3,6,8-trioxabicyclo[3.3.0]oct-2-yl}purin-6-yl)cyclopentylamine, a compound of formula (4) (50 mg) was dissolved in a mixture of acetic acid (8 mL) and water (2 mL) and heated at 90° C. for 16 hours. Solvents were removed under reduced pressure, and the residue was purified by preparative TLC [methanol-dichloromethane(1:9)] to afford (4S,5S,3R)-2-[6-(cyclopentylamino)purin-9-yl]-5-[(2-fluorophenylthio)methyl]oxolane-3,4-diol, a compoun...